describe an organic reaction: reactants, conditions, products, and yield From a dataset of the Open Reaction Database (ORD), a public repository of structured organic reaction records. Starting materials: C1(=CC=CC=C1)C(N1CC(C1)C#N)C1=CC=CC=C1 (1-diphenylmethylazetidin-3-carbonitrile), C1CCOC1 (THF), C1CCOC1 (THF), [H-].[Al+3].[Li+].[H-].[H-].[H-] (lithium aluminum hydride). Solvent: C(C)O (ethanol). The product is C1(=CC=CC=C1)C(N1CC(C1)CN)C1=CC=CC=C1 ((1-Diphenylmethylazetidin-3-ylmethyl)-amine). RXN SMILES: [C:1]1([CH:7]([C:14]2[CH:19]=[CH:18][CH:17]=[CH:16][CH:15]=2)[N:8]2[CH2:11][CH:10]([C:12]#[N:13])[CH2:9]2)[CH:6]=[CH:5][CH:4]=[CH:3][CH:2]=1.C1COCC1.[H-].[Al+3].[Li+].[H-].[H-].[H-]>C(O)C>[C:1]1([CH:7]([C:14]2[CH:19]=[CH:18][CH:17]=[CH:16][CH:15]=2)[N:8]2[CH2:11][CH:10]([CH2:12][NH2:13])[CH2:9]2)[CH:2]=[CH:3][CH:4]=[CH:5][CH:6]=1 |f:2.3.4.5.6.7|. Reported procedure: A solution of 10 g (40 mmol) 1-diphenylmethylazetidin-3-carbonitrile in 20 ml abs. THF are added dropwise at RT to a suspension of 3.1 g (80 mmol) lithium aluminum hydride in 80 ml abs. THF and stirred overnight, 2 ml ethanol are carefully added to the batch and the batch is filtered. The filtrate is concentrated under vacuum and dispersed between CHCl3 and water. The aqueous phase is extracted twice, each with 50 ml CHCl3, and the combined organic phases are dried over sodium sulfate and the so... Starting materials: CC=1N(C(=CC1)C)C1=NN(C(=C1)C(N(C)OC)=O)CCNC(OC(C)(C)C)=O (tert-Butyl 2-(3-(2,5-Dimethyl-1H-pyrrol-1-yl)-5-(methoxy(methyl)carbamoyl)-1H-pyrazol-1-yl)ethylcarbamate), C[Mg+].[Br-] (MeMgBr). Run in C1CCOC1 (THF). Reaction conditions: time 3 hour. The product is C(C)(=O)C1=CC(=NN1CCNC(OC(C)(C)C)=O)N1C(=CC=C1C)C (tert-Butyl 2-(5-Acetyl-3-(2,5-dimethyl-1H-pyrrol-1-yl)-1H-pyrazol-1-yl)ethylcarbamate). Yield: 77.9%. As a reaction SMILES: [CH3:1][C:2]1[N:3]([C:8]2[CH:12]=[C:11]([C:13](=[O:18])N(OC)C)[N:10]([CH2:19][CH2:20][NH:21][C:22](=[O:28])[O:23][C:24]([CH3:27])([CH3:26])[CH3:25])[N:9]=2)[C:4]([CH3:7])=[CH:5][CH:6]=1.[CH3:29][Mg+].[Br-]>C1COCC1>[C:13]([C:11]1[N:10]([CH2:19][CH2:20][NH:21][C:22](=[O:28])[O:23][C:24]([CH3:26])([CH3:25])[CH3:27])[N:9]=[C:8]([N:3]2[C:4]([CH3:7])=[CH:5][CH:6]=[C:2]2[CH3:1])[CH:12]=1)(=[O:18])[CH3:29] |f:1.2|. Procedure details: A 250-mL round-bottomed flask equipped with a magnetic stirrer was charged with 287d (7.82 g, 1.0 eq., 20.0 mmol) and THF (100 mL) under N2 protection. A solution of MeMgBr (3.0 M in ether) (17 mL, 2.5 eq., 50.0 mmol) was added at −78° C. The mixture was stirred at room temperature for 3 h and quenched with saturated NH4Cl solution. It was then concentrated under reduced pressure and the residue was extracted with ethyl acetate (3×50 mL). The combined organic layer was evaporated under reduced p... Starting materials: C(C1=CC=CC=C1)OC(=O)C=1C=C(C=CC1)NC(NCC(=O)N1C(CC(C1C1=CC=CC=C1)S(=O)(=O)C1=CC=CC=C1)C(=O)OC(C)(C)C)=O (tert-butyl (2RS,4SR,5RS)-1-{2-[3-(3-(benzyloxycarbonyl)phenyl)ureido]acetyl}-5-phenyl-4-(phenylsulphonyl)pyrrolidine-2-carboxylate). The reagents and catalysts are [Pd] (palladium-on-charcoal). Run in C(C)O (ethanol). Product: C(C)(C)(C)OC(=O)C1N(C(C(C1)S(=O)(=O)C1=CC=CC=C1)C1=CC=CC=C1)C(CNC(NC=1C=C(C(=O)O)C=CC1)=O)=O ((2RS,4SR,5RS)-3-{3-[2-(2-tert-butoxycarbonyl-5-phenyl-4-phenylsulphonyl-1-pyrrolidinyl)-2-oxoethyl]ureido}benzoic acid). The yield is 50.5%. Reaction SMILES: C([O:8][C:9]([C:11]1[CH:12]=[C:13]([NH:17][C:18](=[O:50])[NH:19][CH2:20][C:21]([N:23]2[CH:27]([C:28]3[CH:33]=[CH:32][CH:31]=[CH:30][CH:29]=3)[CH:26]([S:34]([C:37]3[CH:42]=[CH:41][CH:40]=[CH:39][CH:38]=3)(=[O:36])=[O:35])[CH2:25][CH:24]2[C:43]([O:45][C:46]([CH3:49])([CH3:48])[CH3:47])=[O:44])=[O:22])[CH:14]=[CH:15][CH:16]=1)=[O:10])C1C=CC=CC=1>C(O)C.[Pd]>[C:46]([O:45][C:43]([CH:24]1[CH2:25][CH:26]([S:34]([C:37]2[CH:38]=[CH:39][CH:40]=[CH:41][CH:42]=2)(=[O:35])=[O:36])[CH:27]([C:28]2[CH:33]=[CH:32][CH:31]=[CH:30][CH:29]=2)[N:23]1[C:21](=[O:22])[CH2:20][NH:19][C:18](=[O:50])[NH:17][C:13]1[CH:12]=[C:11]([CH:16]=[CH:15][CH:14]=1)[C:9]([OH:10])=[O:8])=[O:44])([CH3:49])([CH3:47])[CH3:48]. Procedure: A The reaction is carried out in a way analogous to that described in Example 2A, but from 3.3 g of tert-butyl (2RS,4SR,5RS)-1-{2-[3-(3-(benzyloxycarbonyl)phenyl)ureido]acetyl}-5-phenyl-4-(phenylsulphonyl)pyrrolidine-2-carboxylate and 0.35 g of 10% palladium-on-charcoal in 100 cm3 of ethanol. After treatment, there are obtained 1.45 g of (2RS,4SR,5RS)-3-{3-[2-(2-tert-butoxycarbonyl-5-phenyl-4-phenylsulphonyl-1-pyrrolidinyl)-2-oxoethyl]ureido}benzoic acid, melting at 213° C. The reactants are (R,S)-1-phenylethanol, C(CCCCCCCCCCCCCCCCCCCCC)(=O)OC(C)C1=CC=CC=C1 (1-phenylethyl behenate), C(CCCCCCCCCCCCCCCCCCCCC)(=O)OCC (ethyl behenate), (R,S)-1-phenylethanol. Run in O (water). Product: C1(=CC=CC=C1)[C@H](C)O ((S)-(-)-1-phenylethanol). Yield: 97.0%. RXN SMILES: C(OCC)(=O)CCCCCCCCCCCCCCCCCCCCC.C([O:50][CH:51]([C:53]1[CH:58]=[CH:57][CH:56]=[CH:55][CH:54]=1)[CH3:52])(=O)CCCCCCCCCCCCCCCCCCCCC>O>[C:53]1([C@@H:51]([OH:50])[CH3:52])[CH:58]=[CH:57][CH:56]=[CH:55][CH:54]=1. Reported procedure: Interesterification was carried out by using 1 g of Lipase QL, 40 g of (R,S)-1-phenylethanol, and 60 g of ethyl behenate under the same conditions as in Example 6 at 95° C. for a period of 20 hours. The water content of the reaction system was 0.03% by weight, and 95% of the lipase particles had a particle size of 20 to 40 μm. Gas chromatography of the reaction mixture revealed that 47 mol % of (R,S)-1-phenylethanol had been converted to 1-phenylethyl behenate. The reaction mixture was treated i... Run in O (water), C(C)(C)O (isopropanol), C(C)OCC (ethyl ether), O (water). Reported procedure: A mixture of 6.5 parts 5-cyano-5-(2-bromoethyl)10,11-dihydro-5H-dibenzo[a,d]cycloheptene, 4.0 parts 2-azabicyclo[2.2.2]octane hydrochloride and 4.0 parts potassium carbonate in 88 parts N,N-dimethylsulfoxide and 20 parts water is heated at reflux for about 4 hours. After cooling, the reaction mixture is diluted with water, resulting in the formation of an oil. The water layer is decanted and the oil dissolved in ethyl ether. The ethereal solution is washed twice with water, once with a saturated... Product: Cl.C(#N)C1(C2=C(CCC3=C1C=CC=C3)C=CC=C2)CCN2C3CCC(C2)CC3 (5-cyano-5[2-(2-azabicyclo[2.2.2]oct-2-yl)ethyl]-10,11-dihydro-5H-dibenzo[a,d]cycloheptene hydrochloride). As a reaction SMILES: [C:1]([C:3]1([CH2:18][CH2:19]Br)[C:9]2[CH:10]=[CH:11][CH:12]=[CH:13][C:8]=2[CH2:7][CH2:6][C:5]2[CH:14]=[CH:15][CH:16]=[CH:17][C:4]1=2)#[N:2].[ClH:21].[CH:22]12[CH2:29][CH2:28][CH:25]([CH2:26][CH2:27]1)[CH2:24][NH:23]2.C(=O)([O-])[O-].[K+].[K+].Cl>O.C(O)(C)C.C(OCC)C>[ClH:21].[C:1]([C:3]1([CH2:18][CH2:19][N:23]2[CH2:24][CH:25]3[CH2:28][CH2:29][CH:22]2[CH2:27][CH2:26]3)[C:9]2[CH:10]=[CH:11][CH:12]=[CH:13][C:8]=2[CH2:7][CH2:6][C:5]2[CH:14]=[CH:15][CH:16]=[CH:17][C:4]1=2)#[N:2] |f:1.2,3.4.5,10.11|. Starting materials: C(#N)C1(C2=C(CCC3=C1C=CC=C3)C=CC=C2)CCBr (5-cyano-5-(2-bromoethyl)10,11-dihydro-5H-dibenzo[a,d]cycloheptene), Cl.C12NCC(CC1)CC2 (2-azabicyclo[2.2.2]octane hydrochloride), C([O-])([O-])=O.[K+].[K+] (potassium carbonate), N,N-dimethylsulfoxide, Cl (hydrogen chloride).